From a dataset of the Open Reaction Database (ORD), a public repository of structured organic reaction records. describe an organic reaction: reactants, conditions, products, and yield Product: COC(=O)Cc1c2n(c3ncccc13)CC(NS(=O)(=O)c1ccc(F)cc1)C=C2. The reactants are Cc1ccccc1, COC(=O)Cc1cn(CC(CC=O)NS(=O)(=O)c2ccc(F)cc2)c2ncccc12, Cc1ccc(S(=O)(=O)[O-])cc1, c1cc[nH+]cc1. Reaction SMILES: [CH3:48][c:49]1[cH:50][cH:51][cH:52][cH:53][cH:54]1.[F:1][c:2]1[cH:3][cH:4][c:5]([S:8](=[O:9])(=[O:10])[NH:11][CH:12]([CH2:13][n:14]2[cH:15][c:16]([CH2:23][C:24](=[O:25])[O:26][CH3:27])[c:17]3[c:18]2[n:19][cH:20][cH:21][cH:22]3)[CH2:28][CH:29]=[O:30])[cH:6][cH:7]1.[c:31]1([CH3:32])[cH:33][cH:34][c:35]([S:36]([O-:37])(=[O:38])=[O:39])[cH:40][cH:41]1.[nH+:42]1[cH:43][cH:44][cH:45][cH:46][cH:47]1>>[F:1][c:2]1[cH:3][cH:4][c:5]([S:8](=[O:9])(=[O:10])[NH:11][CH:12]2[CH2:13][n:14]3[c:15]([c:16]([CH2:23][C:24](=[O:25])[O:26][CH3:27])[c:17]4[c:18]3[n:19][cH:20][cH:21][cH:22]4)[CH:29]=[CH:28]2)[cH:6][cH:7]1. Reactants: C1CCOC1, CO, COC(=O)C(Cc1cscn1)NC(=O)C1NC(CC(C)(C)C)C(C#N)(c2ccc(Cl)cc2F)C1c1cccc(Cl)c1F, O=C(O)C(F)(F)F, [Li+], [OH-], O. Yields the product O=C(O)C(F)(F)F, CC(C)(C)CC1NC(C(=O)NC(Cc2cscn2)C(=O)O)C(c2cccc(Cl)c2F)C1(C#N)c1ccc(Cl)cc1F. As a reaction SMILES: [CH2:52]1[O:53][CH2:54][CH2:55][CH2:56]1.[CH3:57][OH:58].[CH3:8][O:9][C:10]([CH:11]([CH2:12][c:13]1[n:14][cH:15][s:16][cH:17]1)[NH:18][C:19](=[O:20])[CH:21]1[NH:22][CH:23]([CH2:44][C:45]([CH3:46])([CH3:47])[CH3:48])[C:24]([C:34]#[N:35])([c:36]2[c:37]([F:43])[cH:38][c:39]([Cl:42])[cH:40][cH:41]2)[CH:25]1[c:26]1[c:27]([F:33])[c:28]([Cl:32])[cH:29][cH:30][cH:31]1)=[O:49].[F:1][C:2]([C:3](=[O:4])[OH:5])([F:6])[F:7].[Li+:51].[OH-:50].[OH2:59]>>[F:1][C:2]([C:3](=[O:4])[OH:5])([F:6])[F:7].[O:9]=[C:10]([CH:11]([CH2:12][c:13]1[n:14][cH:15][s:16][cH:17]1)[NH:18][C:19](=[O:20])[CH:21]1[NH:22][CH:23]([CH2:44][C:45]([CH3:46])([CH3:47])[CH3:48])[C:24]([C:34]#[N:35])([c:36]2[c:37]([F:43])[cH:38][c:39]([Cl:42])[cH:40][cH:41]2)[CH:25]1[c:26]1[c:27]([F:33])[c:28]([Cl:32])[cH:29][cH:30][cH:31]1)[OH:49]. Reactants: CN, CC(C)=O, Cc1ccc(F)cc1S(=O)(=O)Cl. The product is CNS(=O)(=O)c1cc(F)ccc1C. As a reaction SMILES: [CH3:13][NH2:14].[CH3:15][C:16](=[O:17])[CH3:18].[F:1][c:2]1[cH:3][cH:4][c:5]([CH3:12])[c:6]([S:8](=[O:9])(=[O:10])[Cl:11])[cH:7]1>>[F:1][c:2]1[cH:3][cH:4][c:5]([CH3:12])[c:6]([S:8](=[O:9])(=[O:10])[NH:14][CH3:13])[cH:7]1.